Task: describe an organic reaction: reactants, conditions, products, and yield. Dataset: the Open Reaction Database (ORD), a public repository of structured organic reaction records Starting materials: FC=1C(=NC2=CC=CC(=C2N1)C1=CC=2C(NCCC2N1)=O)C (2-(3-fluoro-2-methylquinoxalin-5-yl)-6,7-dihydro-1H-pyrrolo[3,2-c]pyridin-4(5H)-one), Cl.CN (methanamine hydrochloride), CCN(C(C)C)C(C)C (DIPEA). Reaction conditions: temperature 100 celsius. The product is CC1=NC2=CC=CC(=C2N=C1NC)C1=CC=2C(NCCC2N1)=O (2-(2-methyl-3-(methylamino)quinoxalin-5-yl)-6,7-dihydro-1H-pyrrolo[3,2-c]pyridin-4(5H)-one). Yield: 16.0%. RXN SMILES: F[C:2]1[C:3]([CH3:22])=[N:4][C:5]2[C:10]([N:11]=1)=[C:9]([C:12]1[NH:20][C:19]3[CH2:18][CH2:17][NH:16][C:15](=[O:21])[C:14]=3[CH:13]=1)[CH:8]=[CH:7][CH:6]=2.Cl.CN.C[CH2:27][N:28](C(C)C)C(C)C>>[CH3:22][C:3]1[C:2]([NH:28][CH3:27])=[N:11][C:10]2[C:5](=[CH:6][CH:7]=[CH:8][C:9]=2[C:12]2[NH:20][C:19]3[CH2:18][CH2:17][NH:16][C:15](=[O:21])[C:14]=3[CH:13]=2)[N:4]=1 |f:1.2|. Procedure details: Prepared similarly to that described in Example 131 using 2-(3-fluoro-2-methylquinoxalin-5-yl)-6,7-dihydro-1H-pyrrolo[3,2-c]pyridin-4(5H)-one (Example 126; 67 mg, 0.226 mmol), methanamine hydrochloride (30.5 mg, 0.452 mmol; Sigma-Aldrich), and DIPEA (197 μl, 1.131 mmol), heating at 100° C. for 3 h. Purification by silica gel (100% DCM to 5% 2 M NH3 in MeOH/DCM) provided 2-(2-methyl-3-(methylamino)quinoxalin-5-yl)-6,7-dihydro-1H-pyrrolo[3,2-c]pyridin-4(5H)-one (16% yield). 1H NMR (400 MHz, DMSO-d... As a reaction SMILES: [CH2:41]1[O:42][CH2:43][CH2:44][CH2:45]1.[CH3:2][CH2:3][CH2:4][CH2:5][N+:6]([CH2:7][CH2:8][CH2:9][CH3:10])([CH2:11][CH2:12][CH2:13][CH3:14])[CH2:15][CH2:16][CH2:17][CH3:18].[F-:1].[o:19]1[c:20](-[c:28]2[c:29]([NH2:40])[n:30][cH:31][c:32]([C:34]#[C:35][Si:36]([CH3:37])([CH3:38])[CH3:39])[cH:33]2)[n:21][c:22]2[c:23]1[cH:24][cH:25][cH:26][cH:27]2>>[o:19]1[c:20](-[c:28]2[c:29]([NH2:40])[n:30][cH:31][c:32]([C:34]#[CH:35])[cH:33]2)[n:21][c:22]2[c:23]1[cH:24][cH:25][cH:26][cH:27]2. Starting materials: C1CCOC1, CCCC[N+](CCCC)(CCCC)CCCC, [F-], C[Si](C)(C)C#Cc1cnc(N)c(-c2nc3ccccc3o2)c1. Yields the product C#Cc1cnc(N)c(-c2nc3ccccc3o2)c1. Starting materials: [N+](=O)(O)[O-] (nitric acid), FC1=C(C=CC(=C1)F)C=1C(N(C(=CC1)C(F)(F)F)C)=O (3-(2,4-difluorophenyl)-1-methyl-6-trifluoromethyl-2(1H)-pyridone), ice water. Solvent: S(O)(O)(=O)=O (sulfuric acid). Run at time 30 minute. The product is FC1=C(C=C(C(=C1)F)[N+](=O)[O-])C=1C(N(C(=CC1)C(F)(F)F)C)=O (3-(2,4-difluoro-5-nitrophenyl)-1-methyl-6-trifluoromethyl-2(1H)-pyridone). Yield: 96.7%. As a reaction SMILES: [F:1][C:2]1[CH:7]=[C:6]([F:8])[CH:5]=[CH:4][C:3]=1[C:9]1[C:10](=[O:20])[N:11]([CH3:19])[C:12]([C:15]([F:18])([F:17])[F:16])=[CH:13][CH:14]=1.[N+:21]([O-])([OH:23])=[O:22]>S(=O)(=O)(O)O>[F:1][C:2]1[CH:7]=[C:6]([F:8])[C:5]([N+:21]([O-:23])=[O:22])=[CH:4][C:3]=1[C:9]1[C:10](=[O:20])[N:11]([CH3:19])[C:12]([C:15]([F:18])([F:16])[F:17])=[CH:13][CH:14]=1. Procedure details: 3.7 g (13 mmol) of 3-(2,4-difluorophenyl)-1-methyl-6-trifluoromethyl-2(1H)-pyridone was dissolved in 20 ml of sulfuric acid, and 0.9 g (14 mmol) of fuming nitric acid was dropwise added thereto under cooling with ice, followed by stirring for 30 minutes under cooling with ice. The reaction solution was poured into ice water and extracted with ethyl acetate. The organic layer was washed with an aqueous sodium hydrogencarbonate solution and water and then, dried over anhydrous magnesium sulfate. E... Starting materials: Br.[NH+]1=CC=CC=C1 (pyridinium hydrobromide), crude product, [Li+].[Br-] (LiBr), Li2CO3, C(C1=CC=CC=C1)N1C2=CC=CC=C2C=2C(CCCC12)=O (9-Benzyl-1,2,3,9-tetrahydro-4H-carbazol-4-one), CCOC(=O)C.CCCCCC (EtOAc hexane). The solvent is CN(C)C=O (DMF), CN(C)C=O (DMF), C1CCOC1 (THF), CN(C)C=O (DMF), C1CCOC1 (THF). Reaction conditions: time 5 hour. The product is C(C1=CC=CC=C1)N1C2=CC=CC=C2C=2C(=CC=CC12)O (9-Benzyl-9H-carbazol-4-ol). Yield: 72.0%. Reaction SMILES: [CH2:1]([N:8]1[C:20]2[CH2:19][CH2:18][CH2:17][C:16](=[O:21])[C:15]=2[C:14]2[C:9]1=[CH:10][CH:11]=[CH:12][CH:13]=2)[C:2]1[CH:7]=[CH:6][CH:5]=[CH:4][CH:3]=1.Br.[NH+]1C=CC=CC=1.CCOC(C)=O.CCCCCC.[Li+].[Br-]>C1COCC1.CN(C=O)C>[CH2:1]([N:8]1[C:20]2[CH:19]=[CH:18][CH:17]=[C:16]([OH:21])[C:15]=2[C:14]2[C:9]1=[CH:10][CH:11]=[CH:12][CH:13]=2)[C:2]1[CH:3]=[CH:4][CH:5]=[CH:6][CH:7]=1 |f:1.2,3.4,5.6|. Reported procedure: To a mixture of 9-Benzyl-1,2,3,9-tetrahydro-4H-carbazol-4-one (3.89 g, 14.13 mmol), THF (20 mL) in THF (20 mL) and DMF (15 mL) is added pyridinium hydrobromide perbromide (5.42 g, 16.96 mmol) as a solution in DMF (5 mL). After stirring for 5 h at room temperature, TLC (EtOAc-hexane, 20/80) showed little or no reaction had occurred, so the mixture is stirred at 70° C. for 4 h and then allowed to cool (and stir the remainder of the night). The solvents then are removed and the residue is partition... The reactants are C(C1=CC=CC=C1)OC1=CC(=C(C=C1[N+](=O)[O-])[N+](=O)[O-])OCC1=CC=CC=C1 (1,3-dibenzyloxy-4,6-dinitrobenzene), Cl (hydrochloric acid), Cl (hydrochloric acid). Yields the product Cl.Cl.NC1=C(C=C(O)C(=C1)N)O (4,6-diamino-resorcinol dihydrochloride). Reaction SMILES: C([O:8][C:9]1[C:14]([N+:15]([O-])=O)=[CH:13][C:12]([N+:18]([O-])=O)=[C:11]([O:21]CC2C=CC=CC=2)[CH:10]=1)C1C=CC=CC=1.[ClH:29]>>[ClH:29].[ClH:29].[NH2:15][C:14]1[CH:13]=[C:12]([NH2:18])[C:11]([OH:21])=[CH:10][C:9]=1[OH:8] |f:2.3.4|. Reported procedure: An essential point for carrying out the process according to the invention is that the 1,3-dibenzyloxy-4,6-dinitrobenzene is reacted in a two-phase mixture in dilute aqueous hydrochloric acid and an organic solvent, which is immiscible or miscible only to a limited extent with dilute aqueous hydrochloric acid, at normal or elevated pressure and normal or elevated temperature by catalytic hydrogenation, preferably catalytic pump hydrogenation, to give 4,6-diamino-resorcinol dihydrochloride. In a ... The reactants are C1=C(c2c[nH]c3ncccc23)CC2CCCN2C1, C1CCOC1, Cc1ccc(S(=O)(=O)Cl)cc1, C[Si](C)(C)[N-][Si](C)(C)C, [Na+]. The product is Cc1ccc(S(=O)(=O)n2cc(C3=CCN4CCCC4C3)c3cccnc32)cc1. As a reaction SMILES: [CH2:1]1[CH2:2][CH2:3][N:4]2[CH2:5][CH:6]=[C:7]([c:10]3[cH:11][nH:12][c:13]4[n:14][cH:15][cH:16][cH:17][c:18]34)[CH2:8][CH:9]12.[CH2:40]1[O:41][CH2:42][CH2:43][CH2:44]1.[CH3:19][c:20]1[cH:21][cH:22][c:23]([S:26](=[O:27])(=[O:28])[Cl:29])[cH:24][cH:25]1.[CH3:31][Si:32]([N-:33][Si:34]([CH3:35])([CH3:36])[CH3:37])([CH3:38])[CH3:39].[Na+:30]>>[CH2:1]1[CH2:2][CH2:3][N:4]2[CH2:5][CH:6]=[C:7]([c:10]3[cH:11][n:12]([S:26]([c:23]4[cH:22][cH:21][c:20]([CH3:19])[cH:25][cH:24]4)(=[O:27])=[O:28])[c:13]4[n:14][cH:15][cH:16][cH:17][c:18]34)[CH2:8][CH:9]12.